Dataset: the Open Reaction Database (ORD), a public repository of structured organic reaction records. Task: describe an organic reaction: reactants, conditions, products, and yield The reactants are N#Cc1ccc2c(c1)ncn2-c1ccc2[nH]ccc2c1, C[O-], CN(C)C=O, [Na+], O=C1CCCCC1. As a reaction SMILES: [C:4](#[N:5])[c:6]1[cH:7][c:8]2[c:9]([n:10](-[c:13]3[cH:14][c:15]4[cH:16][cH:17][nH:18][c:19]4[cH:20][cH:21]3)[cH:11][n:12]2)[cH:22][cH:23]1.[CH3:1][O-:2].[CH3:31][N:32]([CH3:33])[CH:34]=[O:35].[Na+:3].[O:24]=[C:25]1[CH2:26][CH2:27][CH2:28][CH2:29][CH2:30]1>>[C:4](#[N:5])[c:6]1[cH:7][c:8]2[c:9]([n:10](-[c:13]3[cH:14][c:15]4[c:16]([C:25]5=[CH:26][CH2:27][CH2:28][CH2:29][CH2:30]5)[cH:17][nH:18][c:19]4[cH:20][cH:21]3)[cH:11][n:12]2)[cH:22][cH:23]1. Product: N#Cc1ccc2c(c1)ncn2-c1ccc2[nH]cc(C3=CCCCC3)c2c1. Starting materials: C1CN2CCN1CC2, CN(C(=O)Cl)c1ccccc1, ClCCl, Nc1ccc(O)cc1. The product is CN(C(=O)Oc1ccc(N)cc1)c1ccccc1. RXN SMILES: [CH2:20]1[N:21]2[CH2:22][CH2:23][N:24]([CH2:25][CH2:26]2)[CH2:27]1.[CH3:9][N:10]([C:11](=[O:12])[Cl:13])[c:14]1[cH:15][cH:16][cH:17][cH:18][cH:19]1.[Cl:28][CH2:29][Cl:30].[NH2:1][c:2]1[cH:3][cH:4][c:5]([OH:6])[cH:7][cH:8]1>>[NH2:1][c:2]1[cH:3][cH:4][c:5]([O:6][C:11]([N:10]([CH3:9])[c:14]2[cH:15][cH:16][cH:17][cH:18][cH:19]2)=[O:12])[cH:7][cH:8]1. The reactants are C1(=CC=C(C=C1)S(=O)(=O)Cl)C (p-toluenesulfonyl chloride), CC1=C2N(C3=CC=CC=C13)CCCC2O (6,7,8,9-tetrahydro-10-methylpyrido[1,2-a]indol-9-ol), O (water), N1CCOCC1 (morpholine). Solvent: solvent, N1=CC=CC=C1 (pyridine). Reaction conditions: time 60 minute. Yields the product Cl.CC1=C2N(C3=CC=CC=C13)CCCC2N2CCOCC2 (6,7,8,9-Tetrahydro-10-methyl-9-(4-morpholinyl)-pyrido[1,2-a]indole Hydrochloride). As a reaction SMILES: [CH3:1][C:2]1[C:10]2[C:5](=[CH:6][CH:7]=[CH:8][CH:9]=2)[N:4]2[CH2:11][CH2:12][CH2:13][CH:14](O)[C:3]=12.C1(C)C=CC(S([Cl:25])(=O)=O)=CC=1.[NH:27]1[CH2:32][CH2:31][O:30][CH2:29][CH2:28]1.O>N1C=CC=CC=1>[ClH:25].[CH3:1][C:2]1[C:10]2[C:5](=[CH:6][CH:7]=[CH:8][CH:9]=2)[N:4]2[CH2:11][CH2:12][CH2:13][CH:14]([N:27]3[CH2:32][CH2:31][O:30][CH2:29][CH2:28]3)[C:3]=12 |f:5.6|. Reported procedure: To a solution of 6,7,8,9-tetrahydro-10-methylpyrido[1,2-a]indol-9-ol (2.01 g, 10 mmol, described in Example 2, Step (1) in dry pyridine (150 mL) was added a solution of p-toluenesulfonyl chloride (7.6 g, 40 mmol) in the same solvent (50 mL) at 0° C. Maintaining this temperature, stirring was continued for 60 minutes, and an excess of morpholine was added. The reaction mixture was stirred at ambient temperature for 3 hours, poured into water, and extracted with methylene chloride. The combined ex... Reactants: COC(CN(S(=O)(=O)C1=CC=C(C=C1)C)CC1=CC(=CC=C1)OC)OC (N-(2,2-dimethoxyethyl)-N-(3-methoxybenzyl)-4-methylbenzenesulfonamide), C(C)(=O)OCC (ethyl acetate). Solvent: O1CCOCC1 (dioxane), Cl (hydrochloric acid). Yields the product COC1=CC=C2C=CN=CC2=C1 (7-methoxyisoquinoline). As a reaction SMILES: CO[CH:3](OC)[CH2:4][N:5]([CH2:16][C:17]1[CH:22]=[CH:21][CH:20]=[C:19]([O:23][CH3:24])[CH:18]=1)S(C1C=CC(C)=CC=1)(=O)=O.C(OCC)(=O)C>O1CCOCC1.Cl>[CH3:24][O:23][C:19]1[CH:18]=[C:17]2[C:22]([CH:3]=[CH:4][N:5]=[CH:16]2)=[CH:21][CH:20]=1. Reported procedure: 17.8 g (45 mmol) of N-(2,2-dimethoxyethyl)-N-(3-methoxybenzyl)-4-methylbenzenesulfonamide was dissolved in 250 ml of dioxane and 70 ml of 6 N hydrochloric acid. After heating under reflux for 5 hours, the product was treated with ethyl acetate as the extracting solvent in an ordinary manner to obtain the crude product, which was purified according to the silica gel column chromatography to obtain the title compound. The reactants are C(#N)C1=CC=C(C(=O)NC2=C(C=CC=C2C)C)C=C1 (4-cyano-N-(2,6-dimethylphenyl)benzamide), [OH-].[K+] (potassium hydroxide), [Cl-].[Na+] (sodium chloride). The solvent is C(C)(C)(C)O (t-butanol). Product: CC1=C(C(=CC=C1)C)NC(=O)C1=CC=C(C=C1)C(=O)N (N-(2,6-Dimethylphenyl)-1,4-benzendicarboxamide). The yield is 43.0%. As a reaction SMILES: [C:1]([C:3]1[CH:19]=[CH:18][C:6]([C:7]([NH:9][C:10]2[C:15]([CH3:16])=[CH:14][CH:13]=[CH:12][C:11]=2[CH3:17])=[O:8])=[CH:5][CH:4]=1)#[N:2].[OH-:20].[K+].[Cl-].[Na+]>C(O)(C)(C)C>[CH3:17][C:11]1[CH:12]=[CH:13][CH:14]=[C:15]([CH3:16])[C:10]=1[NH:9][C:7]([C:6]1[CH:5]=[CH:4][C:3]([C:1]([NH2:2])=[O:20])=[CH:19][CH:18]=1)=[O:8] |f:1.2,3.4|. Procedure details: Ten grams of 4-cyano-N-(2,6-dimethylphenyl)benzamide and 3 grams of finely powdered potassium hydroxide were slurried in t-butanol and heated at reflux for 50 minutes. The homogeneous mixture was poured into a saturated sodium chloride solution and extracted in chloroform. Material which was insoluable in both the organic and water phases were recovered by filtration, crystallized from methanol, and provided the title compound in 43% yield, m.p. 246°-248° C.